Dataset: the Open Reaction Database (ORD), a public repository of structured organic reaction records. Task: describe an organic reaction: reactants, conditions, products, and yield Procedure: 2′,5′-Dideoxy-5′-iodo-2′-fluorouridine (2.9, 8.1 mmoles) was dissolved in 95% ethanol (25 mL). Ammonium hydroxide (1.1 mL, 16.2 mmoles, 2 eq.) was added followed by 10% Pd/C (Aldrich, 0.1 g). Reaction under 50 psi hydrogen was carried out for 5 hours. The mixture was filtered and the pH adjusted to 7 with 1N HCl. The solvents were removed in vacuo and the residue dissolved in water. The product was extracted with ethyl acetate (3×). The ethyl acetate solution was dried with MgSO4, filtered, and ... RXN SMILES: I[CH2:2][C@H:3]1[O:7][C@@H:6]([N:8]2[CH:15]=[CH:14][C:12](=[O:13])[NH:11][C:9]2=[O:10])[C@H:5]([F:16])[C@@H:4]1[OH:17].[OH-].[NH4+].[H][H]>C(O)C.[Pd]>[F:16][C@@H:5]1[C@H:4]([OH:17])[C@@H:3]([CH3:2])[O:7][C@H:6]1[N:8]1[CH:15]=[CH:14][C:12](=[O:13])[NH:11][C:9]1=[O:10] |f:1.2|. The reagents and catalysts are [Pd] (Pd/C). Reactants: [OH-].[NH4+] (Ammonium hydroxide), IC[C@@H]1[C@H]([C@H]([C@@H](O1)N1C(=O)NC(=O)C=C1)F)O (2′,5′-Dideoxy-5′-iodo-2′-fluorouridine), [H][H] (hydrogen). The product is F[C@H]1[C@@H](O[C@@H]([C@H]1O)C)N1C(=O)NC(=O)C=C1 (2′,5′-Dideoxy-2′-fluorouridine). Run in C(C)O (ethanol). Conditions: time 5 hour.